Dataset: the Open Reaction Database (ORD), a public repository of structured organic reaction records. Task: describe an organic reaction: reactants, conditions, products, and yield Reactants: COC(=O)c1cc(NS(=O)(=O)c2ccc3ccc(N=C=S)cc3c2)ccc1Cl, Nc1ccc2c(O)cc(S(=O)(=O)Nc3cccc(S(=O)(=O)O)c3)cc2c1, [Na], CN(C)C=O. The product is COC(=O)c1cc(NS(=O)(=O)c2ccc3ccc(NC(=S)Nc4ccc5c(O)cc(S(=O)(=O)Nc6cccc(S(=O)(=O)O)c6)cc5c4)cc3c2)ccc1Cl. As a reaction SMILES: [Cl:1][c:2]1[c:3]([C:4](=[O:5])[O:6][CH3:7])[cH:8][c:9]([NH:12][S:13](=[O:14])(=[O:15])[c:16]2[cH:17][c:18]3[cH:19][c:20]([N:26]=[C:27]=[S:28])[cH:21][cH:22][c:23]3[cH:24][cH:25]2)[cH:10][cH:11]1.[NH2:30][c:31]1[cH:32][cH:33][c:34]2[c:35]([OH:55])[cH:36][c:37]([S:41](=[O:42])(=[O:43])[NH:44][c:45]3[cH:46][c:47]([S:51](=[O:52])(=[O:53])[OH:54])[cH:48][cH:49][cH:50]3)[cH:38][c:39]2[cH:40]1.[Na:29].[O:56]=[CH:57][N:58]([CH3:59])[CH3:60]>>[Cl:1][c:2]1[c:3]([C:4](=[O:5])[O:6][CH3:7])[cH:8][c:9]([NH:12][S:13](=[O:14])(=[O:15])[c:16]2[cH:17][c:18]3[cH:19][c:20]([NH:26][C:27](=[S:28])[NH:30][c:31]4[cH:32][cH:33][c:34]5[c:35]([OH:55])[cH:36][c:37]([S:41](=[O:42])(=[O:43])[NH:44][c:45]6[cH:46][c:47]([S:51](=[O:52])(=[O:53])[OH:54])[cH:48][cH:49][cH:50]6)[cH:38][c:39]5[cH:40]4)[cH:21][cH:22][c:23]3[cH:24][cH:25]2)[cH:10][cH:11]1. Reactants: C1(=CC=CC=C1)P(=O)(C1=CC=CC=C1)OC=1[C@@H]([C@@H]2N(C1C(=O)OCC1=CC=C(C=C1)[N+](=O)[O-])C([C@@H]2[C@@H](C)O)=O)C (p-nitrobenzyl (1R,5S,6S)-2-(diphenylphosphoryloxy)-6-[(R)-1-hydroxyethyl]-1-methylcarbapen-2-em-3-carboxylate), C(C)(C)N(CC)C(C)C (diisopropylethylamine), C(C)(=O)SC1CN(C1)C=1SC=C(N1)C(N(CCNC(=O)OCC1=CC=C(C=C1)[N+](=O)[O-])C(C)C)=O (3-acetylthio-1-(4-{N-isopropyl-N-[2-(p-nitrobenzyloxycarbonylamino)-ethyl]-carbamoyl}-1,3-thiazol-2-yl)azetidine), C(C)(=O)O.NN (hydrazine acetate), C(O)([O-])=O.[Na+] (sodium hydrogencarbonate). Run in C(C)#N (acetonitrile), CN(C=O)C (dimethylformamide), C(C)(=O)OCC (ethyl acetate). Conditions: time 1 hour. Yields the product C(C)(C)N(C(=O)C=1N=C(SC1)N1CC(C1)SC=1[C@@H]([C@H]2N(C1C(=O)OCC1=CC=C(C=C1)[N+](=O)[O-])C([C@@H]2[C@@H](C)O)=O)C)CCNC(=O)OCC2=CC=C(C=C2)[N+](=O)[O-] (p-nitrobenzyl (1R,5S,6S)-2-[1-(4-{N-isopropyl-N-[2-(p-nitrobenzyloxycarbonylamino)ethyl]-carbamoyl}-1,3-thiazol-2-yl)azetidin-3-yl]thio-6-[(R)-1-hydroxyethyl]-1-methylcarbapen-2-em-3-carboxylate). Yield: 51.8%. RXN SMILES: C([S:4][CH:5]1[CH2:8][N:7]([C:9]2[S:10][CH:11]=[C:12]([C:14](=[O:35])[N:15]([CH:32]([CH3:34])[CH3:33])[CH2:16][CH2:17][NH:18][C:19]([O:21][CH2:22][C:23]3[CH:28]=[CH:27][C:26]([N+:29]([O-:31])=[O:30])=[CH:25][CH:24]=3)=[O:20])[N:13]=2)[CH2:6]1)(=O)C.C(O)(=O)C.NN.C1(P(O[C:57]2[C@H:58]([CH3:81])[C@H:59]3[C@@H:76]([C@H:77]([OH:79])[CH3:78])[C:75](=[O:80])[N:60]3[C:61]=2[C:62]([O:64][CH2:65][C:66]2[CH:71]=[CH:70][C:69]([N+:72]([O-:74])=[O:73])=[CH:68][CH:67]=2)=[O:63])(C2C=CC=CC=2)=O)C=CC=CC=1.C(N(C(C)C)CC)(C)C.C(=O)([O-])O.[Na+]>CN(C)C=O.C(#N)C.C(OCC)(=O)C>[CH:32]([N:15]([CH2:16][CH2:17][NH:18][C:19]([O:21][CH2:22][C:23]1[CH:24]=[CH:25][C:26]([N+:29]([O-:31])=[O:30])=[CH:27][CH:28]=1)=[O:20])[C:14]([C:12]1[N:13]=[C:9]([N:7]2[CH2:6][CH:5]([S:4][C:57]3[C@H:58]([CH3:81])[C@@H:59]4[C@@H:76]([C@H:77]([OH:79])[CH3:78])[C:75](=[O:80])[N:60]4[C:61]=3[C:62]([O:64][CH2:65][C:66]3[CH:71]=[CH:70][C:69]([N+:72]([O-:74])=[O:73])=[CH:68][CH:67]=3)=[O:63])[CH2:8]2)[S:10][CH:11]=1)=[O:35])([CH3:34])[CH3:33] |f:1.2,5.6|. Procedure: To a solution of 3-acetylthio-1-(4-{N-isopropyl-N-[2-(p-nitrobenzyloxycarbonylamino)-ethyl]-carbamoyl}-1,3-thiazol-2-yl)azetidine (746 mg, 1.43 mmol) (obtained as described in Reference Example 60) in dimethylformamide (22 ml) was added hydrazine acetate (158 mg, 1.72 mmol) at room temperature under an atmosphere of nitrogen and the mixture was stirred for 1 hour. After checking the completion of the reaction, a solution of p-nitrobenzyl (1R,5S,6S)-2-(diphenylphosphoryloxy)-6-[(R)-1-hydroxyethyl... Reactants: CC(=O)OCC1=C2C=CC=CC2=C(C3=CC=CC=C31)COC(=O)C (acetic), C(C)OC(C)=O.CCCCCC (ethylacetate hexane). The reagents and catalysts are CN(C)C=1C=CN=CC1 (DMAP). The product is C(C)(=O)O[C@H](C)CC[C@@H](C)OC(C)=O ((R,R)-2,5-diacetoxyhexane). Yield: 80.0%. Reaction SMILES: CC(OC[C:6]1[C:19]2[C:14](=CC=CC=2)[C:13]([CH2:20][O:21][C:22]([CH3:24])=[O:23])=C2C=1C=CC=C2)=O.C([O:27][C:28](=[O:30])[CH3:29])C.[CH3:31]CCCCC>CN(C1C=CN=CC=1)C>[C:22]([O:21][C@@H:20]([CH2:13][CH2:14][C@H:19]([O:30][C:28](=[O:27])[CH3:29])[CH3:6])[CH3:31])(=[O:23])[CH3:24] |f:1.2|. Procedure details: A solution of prolinol complex 10 (779 mg, 4.0 mmol) in THF (20 mL) was oxidized as above with ethylene glycol (0.44 mL, 7.9 mmol), 2M methanolic sodium hydroxide (12 mL, 24 mmol) and 30% H2O2 (2 mL, 20 mmol). Ether (50 mL) was added and the solution was washed with brine (2×10 mL). The aqueous phase was extracted with ether (2×10 mL). The combined organic layers were dried (K2CO3) and evaporated. Chromatography (ethyl acetate) of the residue afforded (R,R)-2,5-dihydroxyhexane (356 mg, 75% yield...